Task: describe an organic reaction: reactants, conditions, products, and yield. Dataset: the Open Reaction Database (ORD), a public repository of structured organic reaction records Starting materials: [N+](=O)([O-])C1=CC=C(CN2C(=CC3=CC=CC=C23)C(=O)OCC)C=C1 (ethyl 1-(4-nitrobenzyl)-1H-indole-2-carboxylate), NN (hydrazine). The reagents and catalysts are [Ni] (Raney® nickel). The solvent is C(C)O (ethanol). Conditions: time 2 hour. The product is NC1=CC=C(CN2C(=CC3=CC=CC=C23)C(=O)OCC)C=C1 (ethyl 1-(4-aminobenzyl)-1H-indole-2-carboxylate). As a reaction SMILES: [N+:1]([C:4]1[CH:24]=[CH:23][C:7]([CH2:8][N:9]2[C:17]3[C:12](=[CH:13][CH:14]=[CH:15][CH:16]=3)[CH:11]=[C:10]2[C:18]([O:20][CH2:21][CH3:22])=[O:19])=[CH:6][CH:5]=1)([O-])=O.NN>C(O)C.[Ni]>[NH2:1][C:4]1[CH:5]=[CH:6][C:7]([CH2:8][N:9]2[C:17]3[C:12](=[CH:13][CH:14]=[CH:15][CH:16]=3)[CH:11]=[C:10]2[C:18]([O:20][CH2:21][CH3:22])=[O:19])=[CH:23][CH:24]=1. Procedure details: A large excess of Raney® nickel was added in portions to a stirred solution of ethyl 1-(4-nitrobenzyl)-1H-indole-2-carboxylate (0.65 g, 2 mmol), hydrazine (0.5 mL, 16 mmol) in 25 mL of ethanol. After stirring at room temperature for 2 hours the catalyst was then removed by filtering through a short pad of Celite®521. The filtrate was concentrated to give ethyl 1-(4-aminobenzyl)-1H-indole-2-carboxylate (MS (ESI) m/z 294.2 (MH+) as a gummy solid. The gummy solid was then dissolved in 15 mL of meth... Starting materials: CC1=NC=CC=2C3=CC=C(C=C3NC12)O (1-methyl-7-hydroxy-β-carboline), C([O-])([O-])=O.[Cs+].[Cs+] (cesium carbonate), BrCC1=CC=CC=C1 (1-bromomethylbenzene). Yields the product CC1=NC=CC=2C3=CC=C(C=C3NC12)OCC1=CC=CC=C1 (1-methyl-7-benzyloxy-β-carboline). The yield is 70.0%. Reaction SMILES: [CH3:1][C:2]1[C:14]2[NH:13][C:12]3[C:7](=[CH:8][CH:9]=[C:10]([OH:15])[CH:11]=3)[C:6]=2[CH:5]=[CH:4][N:3]=1.C(=O)([O-])[O-].[Cs+].[Cs+].Br[CH2:23][C:24]1[CH:29]=[CH:28][CH:27]=[CH:26][CH:25]=1>>[CH3:1][C:2]1[C:14]2[NH:13][C:12]3[C:7](=[CH:8][CH:9]=[C:10]([O:15][CH2:23][C:24]4[CH:29]=[CH:28][CH:27]=[CH:26][CH:25]=4)[CH:11]=3)[C:6]=2[CH:5]=[CH:4][N:3]=1 |f:1.2.3|. Procedure details: The title compound was synthesized from 1-methyl-7-hydroxy-β-carboline (0.500 g, 1.59 mmol) in presence of cesium carbonate (1.410 g, 4.33 mmol) and 1-bromomethylbenzene (0.432 g, 2.53 mmol) as described here above. Reactants: ClNC(CCC(=O)N)=O (N-Chlorosuccinamide), NC1=CC=C(C=C1)CC(C)=O (1-(4-amino-phenyl)-propan-2-one). The solvent is C(Cl)(Cl)Cl (chloroform). Conditions: time 1 hour. The product is NC1=C(C=C(C=C1)CC(C)=O)Cl (1-(4-Amino-3-chloro-phenyl)-propan-2-one). RXN SMILES: [Cl:1]NC(=O)CCC(N)=O.[NH2:10][C:11]1[CH:16]=[CH:15][C:14]([CH2:17][C:18](=[O:20])[CH3:19])=[CH:13][CH:12]=1>C(Cl)(Cl)Cl>[NH2:10][C:11]1[CH:12]=[CH:13][C:14]([CH2:17][C:18](=[O:20])[CH3:19])=[CH:15][C:16]=1[Cl:1]. Procedure details: N-Chlorosuccinamide (1.79 g, 13.4 mmol) is added to a stirred solution of 1-(4-amino-phenyl)-propan-2-one (2.0 g, 13.4 mmol) in chloroform at 0° C. After 1 hour the reaction is complete. The solvent is removed to give the title compound.